Dataset: the Open Reaction Database (ORD), a public repository of structured organic reaction records. Task: describe an organic reaction: reactants, conditions, products, and yield Starting materials: C(c1ccc(cc1O)C(O)=O)=O, CC1=CN=C(C=C1)N, [C-]#[N+]C1CCCCC1. The reagents and catalysts are O=C(O)C(F)(F)F (trifluoroacetic acid). Solvent: CC(C)O (isopropyl alcohol), CC(C)O (isopropylalcohol). Conditions: temperature 22 celsius, time 20 hour. The product is Cc1ccc2nc(c3ccc(cc3O)C(O)=O)c(NC3CCCCC3)n2c1. Yield: 15.9%. As a reaction SMILES: CC1=CC=C(N)N=C1.[C-]#[N+]C1CCCCC1.OC(=O)C1=CC(O)=C(C=O)C=C1>>CC1=CN2C(C=C1)=NC(=C2NC1CCCCC1)C1=C(O)C=C(C=C1)C(O)=O. Starting materials: C(=O)(OCC)C1=CC=C(C=C1)CCN (2-(4-carboethoxyphenyl)ethylamine), C(C)(=O)NC=1SC(=C(N1)C)C(CBr)=O (2-acetylamino-4-methyl-5-bromoacetyl-thiazole). Solvent: C(C)N(CC)CC (triethylamine). Yields the product C(=O)(OCC)C1=CC=C(C=C1)CCNCC(C1=C(N=C(S1)NC(C)=O)C)O (N-[2-(4-Carboethoxyphenyl)ethyl]-2-hydroxy-2-(2-acetylamino-4-methyl-thiazol-5-yl)ethanamine). Reaction SMILES: [C:1]([C:6]1[CH:11]=[CH:10][C:9]([CH2:12][CH2:13][NH2:14])=[CH:8][CH:7]=1)([O:3][CH2:4][CH3:5])=[O:2].[C:15]([NH:18][C:19]1[S:20][C:21]([C:25](=[O:28])[CH2:26]Br)=[C:22]([CH3:24])[N:23]=1)(=[O:17])[CH3:16]>C(N(CC)CC)C>[C:1]([C:6]1[CH:11]=[CH:10][C:9]([CH2:12][CH2:13][NH:14][CH2:26][CH:25]([OH:28])[C:21]2[S:20][C:19]([NH:18][C:15](=[O:17])[CH3:16])=[N:23][C:22]=2[CH3:24])=[CH:8][CH:7]=1)([O:3][CH2:4][CH3:5])=[O:2]. Procedure: Prepared analogously to Example 3 by reaction of 2-(4-carboethoxyphenyl)ethylamine and stoichiometric amounts of triethylamine with 2-acetylamino-4-methyl-5-bromoacetyl-thiazole, followed by reduction and purification of the base on a silica gel column using ethyl acetate/methanol=19:1 as eluant and trituration with ether. Starting materials: O=C1CCC(=O)N1Cl, Nc1ccc(-c2cc(=O)c3c(N)cccc3o2)cc1, C1COCCO1. Product: Nc1ccc(-c2cc(=O)c3c(N)ccc(Cl)c3o2)cc1. As a reaction SMILES: [Cl:20][N:21]1[C:22](=[O:23])[CH2:24][CH2:25][C:26]1=[O:27].[NH2:1][c:2]1[cH:3][cH:4][cH:5][c:6]2[c:7]1[c:8](=[O:19])[cH:9][c:10](-[c:12]1[cH:13][cH:14][c:15]([NH2:18])[cH:16][cH:17]1)[o:11]2.[O:28]1[CH2:29][CH2:30][O:31][CH2:32][CH2:33]1>>[NH2:1][c:2]1[cH:3][cH:4][c:5]([Cl:20])[c:6]2[c:7]1[c:8](=[O:19])[cH:9][c:10](-[c:12]1[cH:13][cH:14][c:15]([NH2:18])[cH:16][cH:17]1)[o:11]2. Starting materials: ClC1=C2C(=NC(=C1N1C[C@H](O[C@H](C1)C)C)C=O)C(=NO2)C2=CC(=C(C#N)C=C2)F (4-(7-chloro-6-((2R,6S)-2,6-dimethylmorpholino)-5-formylisoxazolo[4,5-b]pyridin-3-yl)-2-fluorobenzonitrile), ClC1=C2C(=NC(=C1N1C[C@H](O[C@H](C1)C)C)C=O)C(=NO2)C2=CC(=C(C#N)C=C2)F (4-(7-chloro-6-((2R,6S)-2,6-dimethylmorpholino)-5-formylisoxazolo[4,5-b]pyridin-3-yl)-2-fluorobenzonitrile), N1C(=O)NC(=O)CC1=O (barbituric acid). The solvent is C(C)(C)O (isopropanol). Conditions: temperature 80 celsius. The product is ClC=1C2=C(N=C3CC4(C(NC(NC4=O)=O)=O)[C@@H]4N(C13)C[C@H](O[C@H]4C)C)C(=NO2)C2=CC(=C(C#N)C=C2)F (4-((2R,4S,4aS)-rel-11-chloro-2,4-dimethyl-2′,4′,6′-trioxo-2,2′,3′,4,4a,4′,6,6′-octahydro-1H,1′H-spiro[isoxazolo[4,5-g][1,4]oxazino[4,3-a][1,5]naphthyridine-5,5′-pyrimidine]-8-yl)-2-fluorobenzonitrile). Yield: 26.0%. As a reaction SMILES: [Cl:1][C:2]1[C:7]([N:8]2[CH2:13][C@H:12]([CH3:14])[O:11][C@H:10]([CH3:15])[CH2:9]2)=[C:6]([CH:16]=O)[N:5]=[C:4]2[C:18]([C:21]3[CH:28]=[CH:27][C:24]([C:25]#[N:26])=[C:23]([F:29])[CH:22]=3)=[N:19][O:20][C:3]=12.[NH:30]1[C:37](=[O:38])[CH2:36][C:34](=[O:35])[NH:33][C:31]1=[O:32]>C(O)(C)C>[Cl:1][C:2]1[C:3]2[O:20][N:19]=[C:18]([C:21]3[CH:28]=[CH:27][C:24]([C:25]#[N:26])=[C:23]([F:29])[CH:22]=3)[C:4]=2[N:5]=[C:6]2[C:7]=1[N:8]1[CH2:9][C@@H:10]([CH3:15])[O:11][C@@H:12]([CH3:14])[C@@H:13]1[C:36]1([C:34](=[O:35])[NH:33][C:31](=[O:32])[NH:30][C:37]1=[O:38])[CH2:16]2. Procedure details: To isopropanol (20 ml) was added to 4-(7-chloro-6-((2R,6S)-2,6-dimethylmorpholino)-5-formylisoxazolo[4,5-b]pyridin-3-yl)-2-fluorobenzonitrile (Intermediate 416, 0.126 g, 0.30 mmol) and barbituric acid (0.039 g, 0.30 mmol). The mixture was heated to 80° C. for about 2 days. The mixture was concentrated, and the residue was purified by chromatography on silica using 20% acetone in n-hexane. The solids obtained were triturated with methanol gave 41 mg of product. Starting materials: CCOC(=O)N1CCC(=COS(C)(=O)=O)CC1, CC(C)(C)[O-], [K+], CN(C)C=O, c1ccc2[nH]ccc2c1. Product: CCOC(=O)N1CCC(=Cn2ccc3ccccc32)CC1. As a reaction SMILES: [CH2:16]([CH3:17])[O:18][C:19](=[O:20])[N:21]1[CH2:22][CH2:23][C:24](=[CH:27][O:28][S:29]([CH3:30])(=[O:31])=[O:32])[CH2:25][CH2:26]1.[CH3:10][C:11]([CH3:12])([O-:13])[CH3:14].[K+:15].[O:33]=[CH:34][N:35]([CH3:36])[CH3:37].[nH:1]1[cH:2][cH:3][c:4]2[cH:5][cH:6][cH:7][cH:8][c:9]12>>[n:1]1([CH:27]=[C:24]2[CH2:23][CH2:22][N:21]([C:19]([O:18][CH2:16][CH3:17])=[O:20])[CH2:26][CH2:25]2)[cH:2][cH:3][c:4]2[cH:5][cH:6][cH:7][cH:8][c:9]12.